This data is from the Open Reaction Database (ORD), a public repository of structured organic reaction records. The task is: describe an organic reaction: reactants, conditions, products, and yield Starting materials: Cl (hydrochloric acid), resultant mixture, CON(C(C1=C(N=CC=C1)O)=O)C (N-methoxy-N-methyl-2-hydroxynicotinamide), ClC(C(=O)[O-])(F)F.[Na+] (sodium chlorodifluoroacetate), [OH-].[Na+] (sodium hydroxide). Solvent: O (water), CN(C=O)C (N,N-dimethylformamide). The product is CON(C(C1=C(N=CC=C1)OC(F)F)=O)C (N-methoxy-N-methyl-2-difluoromethoxynicotinamide). Isolated yield 53.2%. As a reaction SMILES: [CH3:1][O:2][N:3]([CH3:13])[C:4](=[O:12])[C:5]1[CH:10]=[CH:9][CH:8]=[N:7][C:6]=1[OH:11].Cl[C:15]([F:20])([F:19])C([O-])=O.[Na+].[OH-].[Na+].Cl>O.CN(C)C=O>[CH3:1][O:2][N:3]([CH3:13])[C:4](=[O:12])[C:5]1[CH:10]=[CH:9][CH:8]=[N:7][C:6]=1[O:11][CH:15]([F:20])[F:19] |f:1.2,3.4|. Reported procedure: N-methoxy-N-methyl-2-hydroxynicotinamide (500 mg, 2.76 mmol), sodium chlorodifluoroacetate (505 mg, 3.31 mmol), and sodium hydroxide (132 mg, 3.31 mmol) were added to N,N-dimethylformamide (1.4 mL). The resultant mixture was stirred at 125° C. overnight under an argon atmosphere. The reaction solution was cooled down to room temperature, added with 1N hydrochloric acid and water, and extracted with ethyl acetate. The organic layer was washed with brine, dried over anhydrous sodium sulfate, conce... The reactants are C(C)(C)(C)OC(=O)N1CCC=2C(=NNC2CC1)C1=CC=C(C=C1)Cl (3-(4-chloro-phenyl)-4,5,7,8-tetrahydro-1H-1,2,6-triaza-azulene-6-carboxylic acid tert-butyl ester), FC1=C(C=C(CBr)C=C1)C (4-fluoro-3-methylbenzyl bromide). Product: ClC1=CC=C(C=C1)C1=NN(C=2CCNCCC12)CC1=CC(=C(C=C1)F)C (3-(4-Chloro-phenyl)-1-(4-fluoro-3-methyl-benzyl)-1,4,5,6,7,8-hexahydro-1,2,6-triaza-azulene). The yield is 1.9%. As a reaction SMILES: C(OC([N:8]1[CH2:17][CH2:16][C:15]2[NH:14][N:13]=[C:12]([C:18]3[CH:23]=[CH:22][C:21]([Cl:24])=[CH:20][CH:19]=3)[C:11]=2[CH2:10][CH2:9]1)=O)(C)(C)C.[F:25][C:26]1[CH:33]=[CH:32][C:29]([CH2:30]Br)=[CH:28][C:27]=1[CH3:34]>>[Cl:24][C:21]1[CH:20]=[CH:19][C:18]([C:12]2[C:11]3[CH2:10][CH2:9][NH:8][CH2:17][CH2:16][C:15]=3[N:14]([CH2:30][C:29]3[CH:32]=[CH:33][C:26]([F:25])=[C:27]([CH3:34])[CH:28]=3)[N:13]=2)=[CH:23][CH:22]=1. Procedure: The title compound (0.002 g) was prepared from 3-(4-chloro-phenyl)-4,5,7,8-tetrahydro-1H-1,2,6-triaza-azulene-6-carboxylic acid tert-butyl ester (Example 59, Step C, 0.1 g) using 4-fluoro-3-methylbenzyl bromide (0.09 g) in place of benzyl chloride. MS (ESI): exact mass calculated for C21H21ClFN3, 369.14. found, m/z 370.1 [M+H]+. 1H NMR (500 MHz, CD3OD): 7.49-7.47 (m, 2H), 7.45-7.42 (m, 2H), 7.07-7.01 (m, 1H), 7.00-6.95 (m, 1H), 6.95-6.90 (m, 1H), 5.31 (s, 2H), 2.97-2.91 (m, 4H), 2.89-2.84 (m, 2H...